From a dataset of the Open Reaction Database (ORD), a public repository of structured organic reaction records. describe an organic reaction: reactants, conditions, products, and yield Yields the product Cc1ccc2c(c1)C(C)(C)CC(c1cccc(Br)c1)N2. As a reaction SMILES: [Br:9][c:10]1[cH:11][c:12]([CH:13]=[O:14])[cH:15][cH:16][cH:17]1.[CH2:18]=[C:19]([CH3:20])[CH3:21].[CH3:1][c:2]1[cH:3][cH:4][c:5]([NH2:8])[cH:6][cH:7]1.[CH3:47][C:48]#[N:49].[CH3:50][CH2:51][O:52][C:53](=[O:54])[CH3:55].[F:22][C:23]([F:24])([F:25])[S:26]([O-:27])(=[O:28])=[O:29].[F:31][C:32]([F:33])([F:34])[S:35]([O-:36])(=[O:37])=[O:38].[F:39][C:40]([F:41])([F:42])[S:43]([O-:44])(=[O:45])=[O:46].[Yb+3:30]>>[CH3:1][c:2]1[cH:3][cH:4][c:5]2[c:6]([cH:7]1)[C:19]([CH3:20])([CH3:21])[CH2:18][CH:13]([c:12]1[cH:11][c:10]([Br:9])[cH:17][cH:16][cH:15]1)[NH:8]2. The reactants are O=Cc1cccc(Br)c1, C=C(C)C, Cc1ccc(N)cc1, CC#N, CCOC(C)=O, O=S(=O)([O-])C(F)(F)F, O=S(=O)([O-])C(F)(F)F, O=S(=O)([O-])C(F)(F)F, [Yb+3]. Reactants: O=C(OCc1cccc(Br)c1)c1cc(I)c(OCc2cccc(Br)c2)c(I)c1, C1CCOC1, Cl, [Li+], [OH-]. Product: O=C(O)c1cc(I)c(OCc2cccc(Br)c2)c(I)c1. Reaction SMILES: [Br:3][c:4]1[cH:5][c:6]([CH2:30][O:8][C:9]([c:10]2[cH:11][c:12]([I:26])[c:13]([O:17][CH2:18][c:19]3[cH:20][c:21]([Br:25])[cH:22][cH:23][cH:24]3)[c:14]([I:16])[cH:15]2)=[O:27])[cH:7][cH:28][cH:29]1.[CH2:32]1[O:33][CH2:34][CH2:35][CH2:36]1.[ClH:31].[Li+:1].[OH-:2]>>[O:8]=[C:9]([c:10]1[cH:11][c:12]([I:26])[c:13]([O:17][CH2:18][c:19]2[cH:20][c:21]([Br:25])[cH:22][cH:23][cH:24]2)[c:14]([I:16])[cH:15]1)[OH:27]. Reactants: solution, CN(C=O)C (dimethylformamide), S1SC(CC1)CCCCCC(=O)O (6-(1,2-Dithiolan-3-yl)hexanoic acid), Cl.COC(CN)=O (glycine methyl ester hydrochloride). Solvent: C1(=CC=CC=C1)C (toluene), C1(=CC=CC=C1)P(=O)(C1=CC=CC=C1)N=[N+]=[N-] (diphenylphosphoryl azide), C(C)N(CC)CC (triethylamine), C1(=CC=CC=C1)C (toluene). Yields the product S1SC(CC1)CCCCCNC(NCC(=O)OC)=O (Methyl 3-[5-(1,2-dithiolan-3-yl)pentyl]ureidoacetate). As a reaction SMILES: [S:1]1[CH2:5][CH2:4][CH:3]([CH2:6][CH2:7][CH2:8][CH2:9][CH2:10]C(O)=O)[S:2]1.Cl.[CH3:15][O:16][C:17](=[O:20])[CH2:18][NH2:19].C[N:22](C)[CH:23]=[O:24]>C1(C)C=CC=CC=1.C(N(CC)CC)C.C1(P(N=[N+]=[N-])(C2C=CC=CC=2)=O)C=CC=CC=1>[S:1]1[CH2:5][CH2:4][CH:3]([CH2:6][CH2:7][CH2:8][CH2:9][CH2:10][NH:22][C:23](=[O:24])[NH:19][CH2:18][C:17]([O:16][CH3:15])=[O:20])[S:2]1 |f:1.2|. Procedure: The reaction was carried out as described in Example 46, but using 10 ml of a solution of 1.5 mmol of 6-(1,2-dithiolan-3-yl)hexanoic acid (prepared as described in Example 104) in toluene, 6 ml of anhydrous toluene, 0.42 ml of triethylamine, 0.39 ml of diphenylphosphoryl azide, 6 ml of anhydrous dimethylformamide and 254 mg of glycine methyl ester hydrochloride. The solvent was removed from the reaction mixture by evaporation under reduced pressure, and water was added to the residue, after whic... Reactants: Cl (hydrochloric acid), [Cl-].[NH4+] (ammonium chloride), [OH-] (hydroxide), BrCC1C[S@@]([C@H]2N([C@H]1C(=O)OCC(Cl)(Cl)Cl)C([C@H]2NC(CC2=CC=CC=C2)=O)=O)=O (trichloroethyl (1S,4R,6R,7R)-3-bromomethyl-1-oxo-7-phenylacetamidocepham-4-carboxylate). The reagents and catalysts are [Zn] (zinc). Run in O (water), O (water), CC(=O)C (acetone), CN(C=O)C (dimethylformamide). Conditions: temperature 4 celsius, time 70 minute. The product is C1(=CC=CC=C1)CC(=O)N[C@H]1[C@@H]2N([C@H](C(C[S@@]2=O)=C)C(=O)OCC(Cl)Cl)C1=O (dichloro-ethyl (1S,4R,6R,7R)-7-phenylacetamido-3-methylene-1-oxo-cepham-4-carboxylate). Yield: 12.4%. As a reaction SMILES: [Cl-].[NH4+].[OH-].Br[CH2:5][CH:6]1[C@H:11]([C:12]([O:14][CH2:15][C:16](Cl)([Cl:18])[Cl:17])=[O:13])[N:10]2[C:20](=[O:32])[C@@H:21]([NH:22][C:23](=[O:31])[CH2:24][C:25]3[CH:30]=[CH:29][CH:28]=[CH:27][CH:26]=3)[C@H:9]2[S@@:8](=[O:33])[CH2:7]1.Cl>O.CC(C)=O.CN(C)C=O.[Zn]>[C:25]1([CH2:24][C:23]([NH:22][C@@H:21]2[C:20](=[O:32])[N:10]3[C@@H:11]([C:12]([O:14][CH2:15][CH:16]([Cl:17])[Cl:18])=[O:13])[C:6](=[CH2:5])[CH2:7][S@:8](=[O:33])[C@H:9]23)=[O:31])[CH:30]=[CH:29][CH:28]=[CH:27][CH:26]=1 |f:0.1|. Procedure: 1.2 g (22.4 mmoles) of ammonium chloride in 2.2 ml of water and 1.2 ml of a 4N hydroxide solution at -10° C. were added to a stirred solution of 1.68 g (purity 92%; 2.78 mmoles) of trichloroethyl (1S,4R,6R,7R)-3-bromomethyl-1-oxo-7-phenylacetamidocepham-4-carboxylate in 15 ml of acetone and 2 ml of dimethylformamide. After adding 1.5 g (15.3 mmoles) of activated zinc powder the mixture was stirred at 4° C. for 70 min. Then 3 ml of water and 3.6 ml of a 4N hydrochloric acid solution were added an...